Task: describe an organic reaction: reactants, conditions, products, and yield. Dataset: the Open Reaction Database (ORD), a public repository of structured organic reaction records Starting materials: [BH3-]C#N, CC(=O)c1cccc(C)n1, CC(=O)[O-], CO, [NH4+], [Na+]. The product is Cc1cccc(C(C)N)n1. RXN SMILES: [C:16](#[N:17])[BH3-:18].[C:1]([CH3:2])(=[O:3])[c:4]1[n:5][c:6]([CH3:10])[cH:7][cH:8][cH:9]1.[CH3:12][C:13](=[O:14])[O-:15].[CH3:20][OH:21].[NH4+:11].[Na+:19]>>[CH:1]([CH3:2])([c:4]1[n:5][c:6]([CH3:10])[cH:7][cH:8][cH:9]1)[NH2:17]. Starting materials: Cl.F[C@H]1C[C@H](NC1)C(=O)N ((2S,4S)-4-fluoropyrrolidine-2-carboxamide hydrochloride), ClCC(=O)Cl (chloroacetylchloride). Product: ClCC(=O)N1[C@@H](C[C@@H](C1)F)C#N ((2S,4S)-1-(2-chloroacetyl)-4-fluoropyrrolidine-2-carbonitrile). As a reaction SMILES: Cl.[F:2][C@@H:3]1[CH2:7][NH:6][C@H:5]([C:8]([NH2:10])=O)[CH2:4]1.[Cl:11][CH2:12][C:13](Cl)=[O:14]>>[Cl:11][CH2:12][C:13]([N:6]1[CH2:7][C@@H:3]([F:2])[CH2:4][C@H:5]1[C:8]#[N:10])=[O:14] |f:0.1|. Procedure: According to the process for producing (2S,4S)-1-(2-bromoacetyl)-4-fluoropyrrolidine-2-carbonitrile described in the publication of WO 02/38541, (2S,4S)-4-fluoropyrrolidine-2-carboxamide hydrochloride (5.00 g) and chloroacetylchloride (2.60 mL) were used to give (2S,4S)-1-(2-chloroacetyl)-4-fluoropyrrolidine-2-carbonitrile (4.96 g).